Dataset: the Open Reaction Database (ORD), a public repository of structured organic reaction records. Task: describe an organic reaction: reactants, conditions, products, and yield Starting materials: O.O.[Na+].CN(C([S-])=S)C (N,N-dimethyldithiocarbamic acid sodium salt dihydrate), C(C1=CC=CC=C1)N1SC(=CC1=O)Cl (2-benzyl-5-chloro-4-isothiazolin-3-one), [I-].[Na+] (sodium iodide). Solvent: C(C)O (ethanol), C(C)O (ethanol). Run at time 3 hour. Product: C(C1=CC=CC=C1)N1SC(=CC1=O)SC(N(C)C)=S (2-Benzyl-5-(N,N-dimethylthiocarbamoyl)thio-4-isothiazolin-3-one). Isolated yield 60.0%. Reaction SMILES: [CH2:1]([N:8]1[C:12](=[O:13])[CH:11]=[C:10](Cl)[S:9]1)[C:2]1[CH:7]=[CH:6][CH:5]=[CH:4][CH:3]=1.O.O.[Na+].[CH3:18][N:19]([CH3:23])[C:20](=[S:22])[S-:21].[I-].[Na+]>C(O)C>[CH2:1]([N:8]1[C:12](=[O:13])[CH:11]=[C:10]([S:22][C:20](=[S:21])[N:19]([CH3:23])[CH3:18])[S:9]1)[C:2]1[CH:7]=[CH:6][CH:5]=[CH:4][CH:3]=1 |f:1.2.3.4,5.6|. Reported procedure: To a solution of 6.76 g. (0.03 mole) of 2-benzyl-5-chloro-4-isothiazolin-3-one in 25 ml of ethanol was added a solution of 5.37 g. (0.03 mole) of N,N-dimethyldithiocarbamic acid sodium salt dihydrate in 30 ml of ethanol followed by 0.1 g. of sodium iodide. A yellow solid separated spontaneously. The mixture was stirred at room temperature for 3 hours, then cooled and filtered. The solid was triturated with 50 ml of water and recrystallized from 250 ml of boiling EtOH to give 5.6 g. (60% yield) o...